describe an organic reaction: reactants, conditions, products, and yield From a dataset of the Open Reaction Database (ORD), a public repository of structured organic reaction records. Starting materials: O=C1CCC(=O)N1Cl, ON=Cc1ccc(Cl)cc1, CN(C)C=O. The product is ON=C(Cl)c1ccc(Cl)cc1. RXN SMILES: [Cl:11][N:12]1[C:13](=[O:14])[CH2:15][CH2:16][C:17]1=[O:18].[Cl:1][c:2]1[cH:3][cH:4][c:5]([CH:6]=[N:7][OH:8])[cH:9][cH:10]1.[O:19]=[CH:20][N:21]([CH3:22])[CH3:23]>>[Cl:1][c:2]1[cH:3][cH:4][c:5]([C:6](=[N:7][OH:8])[Cl:11])[cH:9][cH:10]1. Starting materials: O1CCC(CC1)C(=O)O (3,4,5,6-Tetrahydro-2H-pyran-4-carboxylic acid), C(=O)(C=1NC=CN1)C=1NC=CN1 (carbonyl diimidazole), NC1=CC=C(C=C1)O (4-Aminophenol). Reaction conditions: time 30 minute. Product: OC1=CC=C(NC(=O)C2CCOCC2)C=C1 (4′-hydroxy-3,4,5,6-tetrahydro-2H-pyran-4-carboxanilide). The yield is 79.4%. As a reaction SMILES: [O:1]1[CH2:6][CH2:5][CH:4]([C:7]([OH:9])=O)[CH2:3][CH2:2]1.C(C1NC=CN=1)(C1NC=CN=1)=O.[NH2:22][C:23]1[CH:28]=[CH:27][C:26]([OH:29])=[CH:25][CH:24]=1>>[OH:29][C:26]1[CH:27]=[CH:28][C:23]([NH:22][C:7]([CH:4]2[CH2:3][CH2:2][O:1][CH2:6][CH2:5]2)=[O:9])=[CH:24][CH:25]=1. Procedure details: 3,4,5,6-Tetrahydro-2H-pyran-4-carboxylic acid (10.0 g) solution in dimethylformamido (15 ml) was added drop-wise with carbonyl diimidazole (13.1 g) in dimethylformamido (65 ml) in an ice bath and the mixture was stirred for 30 minutes at room temperature. 4-Aminophenol (8.4 g) solution in dimethylformamido (20 ml) was added drop-wise to this mixture in ice bath and the mixture was stirred for 5 hours at room temperature. The reaction mixture was concentrated to small volume and further stirred a...